From a dataset of the Open Reaction Database (ORD), a public repository of structured organic reaction records. describe an organic reaction: reactants, conditions, products, and yield Starting materials: ClC=1C=C(OCC(=O)NC2CCC(CC2)(C2=CC=CC=C2)N(C)C)C=CC1 (2-(3-chlorophenoxy)-N-(4-dimethylamino-4-phenylcyclohexyl)acetamide), O (water), Cl[Si](C)(C)C (chlorotrimethylsilane), white solid. The solvent is C(C)(=O)OCC (ethyl acetate). Yields the product Cl.ClC=1C=C(OCC(=O)NC2CCC(CC2)(C2=CC=CC=C2)N(C)C)C=CC1 (2-(3-Chlorophenoxy)-N-(4-dimethylamino-4-phenylcyclohexyl)acetamide hydrochloride). RXN SMILES: [Cl:1][C:2]1[CH:3]=[C:4]([CH:25]=[CH:26][CH:27]=1)[O:5][CH2:6][C:7]([NH:9][CH:10]1[CH2:15][CH2:14][C:13]([N:22]([CH3:24])[CH3:23])([C:16]2[CH:21]=[CH:20][CH:19]=[CH:18][CH:17]=2)[CH2:12][CH2:11]1)=[O:8].O.Cl[Si](C)(C)C>C(OCC)(=O)C>[ClH:1].[Cl:1][C:2]1[CH:3]=[C:4]([CH:25]=[CH:26][CH:27]=1)[O:5][CH2:6][C:7]([NH:9][CH:10]1[CH2:15][CH2:14][C:13]([N:22]([CH3:24])[CH3:23])([C:16]2[CH:17]=[CH:18][CH:19]=[CH:20][CH:21]=2)[CH2:12][CH2:11]1)=[O:8] |f:4.5|. Reported procedure: A cis/trans mixture of N,N-dimethyl-1-phenylcyclohexane-1,4-diamine (800 mg) was initially introduced into the reaction vessel with 540 μl triethylamine (1.05 molar equivalents) and catalytic amounts of DMAP (approx. 15 mg) in 20 ml methylene chloride, 790 mg (3-chlorophenoxy)acetyl chloride (1.05 molar equivalents) were added dropwise at −20° C. and the mixture was stirred overnight, while warming to room temperature. For working up, the mixture was rendered alkaline (pH>10) with one molar sodi... Reactants: NC1=C(CCN(C1=O)CC1=C(C=C(C=C1)OC)OC)C(=O)OCC (ethyl 5-amino-1-(2,4-dimethoxybenzyl)-6-oxo-1,2,3,6-tetrahydropyridine-4-carboxylate), ClC=1C(C(=C(C(C1Cl)=O)C#N)C#N)=O (2,3-dichloro-5,6-dicyano-1,4-benzoquinone). Solvent: C(C)(=O)OCC (ethyl acetate), C1(=CC=CC=C1)C (toluene). Product: NC=1C(N(C=CC1C(=O)OCC)CC1=C(C=C(C=C1)OC)OC)=O (ethyl 3-amino-1-(2,4-dimethoxybenzyl)-2-oxo-1,2-dihydropyridine-4-carboxylate). Yield: 60.5%. As a reaction SMILES: [NH2:1][C:2]1[C:7](=[O:8])[N:6]([CH2:9][C:10]2[CH:15]=[CH:14][C:13]([O:16][CH3:17])=[CH:12][C:11]=2[O:18][CH3:19])[CH2:5][CH2:4][C:3]=1[C:20]([O:22][CH2:23][CH3:24])=[O:21].ClC1C(=O)C(C#N)=C(C#N)C(=O)C=1Cl>C1(C)C=CC=CC=1.C(OCC)(=O)C>[NH2:1][C:2]1[C:7](=[O:8])[N:6]([CH2:9][C:10]2[CH:15]=[CH:14][C:13]([O:16][CH3:17])=[CH:12][C:11]=2[O:18][CH3:19])[CH:5]=[CH:4][C:3]=1[C:20]([O:22][CH2:23][CH3:24])=[O:21]. Reported procedure: To a solution of ethyl 5-amino-1-(2,4-dimethoxybenzyl)-6-oxo-1,2,3,6-tetrahydropyridine-4-carboxylate (890 mg) in toluene (20 ml) was added 2,3-dichloro-5,6-dicyano-1,4-benzoquinone (785 mg) at room temperature, and the mixture was heated under reflux for 30 min, allowed to be cooled to room temperature, and diluted with ethyl acetate. The insoluble material was filtered, and the filtrate was concentrated under reduced pressure. The residue was purified by silica gel column chromatography (ethyl... The reactants are C(#N)CC(=O)NC1=CC=C(C=C1)F (2-cyano-N-(4-fluorophenyl)acetamide), N12CCN(CC1)CC2 (1,4-diazabicyclo[2.2.2]octane), CO\C=C\C(CC)=O ((1E)-1-methoxypent-1-en-3-one). Solvent: COCCO (dimethyleneglycol monomethylether), Cl (hydrochloric acid), C(C)(=O)OCC (ethyl acetate). Run at temperature 120 celsius, time 12 hour. Yields the product C(C)C1=CC=C(C(N1C1=CC=C(C=C1)F)=O)C#N (6-ethyl-1-(4-fluorophenyl)-2-oxo-1,2-dihydropyridine-3-carbonitrile). Yield: 16.0%. As a reaction SMILES: [C:1]([CH2:3][C:4]([NH:6][C:7]1[CH:12]=[CH:11][C:10]([F:13])=[CH:9][CH:8]=1)=[O:5])#[N:2].N12CCN(CC1)CC2.CO/[CH:24]=[CH:25]/[C:26](=O)[CH2:27][CH3:28]>COCCO.Cl.C(OCC)(=O)C>[CH2:27]([C:26]1[N:6]([C:7]2[CH:8]=[CH:9][C:10]([F:13])=[CH:11][CH:12]=2)[C:4](=[O:5])[C:3]([C:1]#[N:2])=[CH:24][CH:25]=1)[CH3:28]. Procedure details: To a solution of 2-cyano-N-(4-fluorophenyl)acetamide (1.7 g, 10.6 mmol) in dimethyleneglycol monomethylether (20 mL) were added 1,4-diazabicyclo[2.2.2]octane (1.2 g, 10.6 mmol) and (1E)-1-methoxypent-1-en-3-one (1.82 g, 15.9 mmol), and the mixture was stirred at 120° C. for 12 hr. The reaction mixture was diluted with 1N hydrochloric acid and ethyl acetate, and extracted 3 times with ethyl acetate. The organic layer was washed with saturated brine, dried over anhydrous magnesium sulfate and filt... Starting materials: CN1Cc2occc2C(O)C1, N#Cc1cccc(F)c1. Product: CN1Cc2occc2C(Oc2cccc(C#N)c2)C1. RXN SMILES: [CH3:1][N:2]1[CH2:3][c:4]2[c:5]([cH:9][cH:10][o:11]2)[CH:6]([OH:8])[CH2:7]1.[F:12][c:13]1[cH:14][c:15]([C:16]#[N:17])[cH:18][cH:19][cH:20]1>>[CH3:1][N:2]1[CH2:3][c:4]2[c:5]([cH:9][cH:10][o:11]2)[CH:6]([O:8][c:13]2[cH:14][c:15]([C:16]#[N:17])[cH:18][cH:19][cH:20]2)[CH2:7]1. The reactants are N(=[N+]=[N-])CCOCCOCCN=[N+]=[N-] (1,2-Bis(2-azidoethoxy)ethane), [H-].[Al+3].[Li+].[H-].[H-].[H-] (lithium aluminum hydride). Run in C1CCOC1 (THF), C1CCOC1 (THF). The product is NCCOCCOCCN (1,8-Diamino-3,6-dioxaoctane). The yield is 96.8%. As a reaction SMILES: [N:1]([CH2:4][CH2:5][O:6][CH2:7][CH2:8][O:9][CH2:10][CH2:11][N:12]=[N+]=[N-])=[N+]=[N-].[H-].[Al+3].[Li+].[H-].[H-].[H-]>C1COCC1>[NH2:1][CH2:4][CH2:5][O:6][CH2:7][CH2:8][O:9][CH2:10][CH2:11][NH2:12] |f:1.2.3.4.5.6|. Reported procedure: The diazide (17) (3.55 g, 17.85 mmol) in THF (10mL) was added dropwise into a cold (-5° C.) stirred mixture of lithium aluminum hydride (1.83 g, 48.2 mmol) in THF (20 mL). The reaction mixture was kept at -5° C. and carefully quenched with water (10 mL). The THF layer was filtered to remove the inorganic salts, dried over Na2SO4, and evaporated in vacuo to afford the diamine (18) (2.56 g, 97% yield). Starting materials: CCO, CCOC(=O)CCNC(=O)c1ccc(NC(CC(C)C)c2oc3ccc(Cl)cc3c2C)cc1, [Na+], C1CCOC1, [OH-]. Yields the product Cc1c(C(CC(C)C)Nc2ccc(C(=O)NCCC(=O)O)cc2)oc2ccc(Cl)cc12. Reaction SMILES: [CH3:41][CH2:42][OH:43].[Cl:1][c:2]1[cH:3][cH:4][c:5]2[c:6]([c:7]([CH3:32])[c:8]([CH:10]([CH2:11][CH:12]([CH3:13])[CH3:14])[NH:15][c:16]3[cH:17][cH:18][c:19]([C:22](=[O:23])[NH:24][CH2:25][CH2:26][C:27](=[O:28])[O:29][CH2:30][CH3:31])[cH:20][cH:21]3)[o:9]2)[cH:33]1.[Na+:40].[O:34]1[CH2:35][CH2:36][CH2:37][CH2:38]1.[OH-:39]>>[Cl:1][c:2]1[cH:3][cH:4][c:5]2[c:6]([c:7]([CH3:32])[c:8]([CH:10]([CH2:11][CH:12]([CH3:13])[CH3:14])[NH:15][c:16]3[cH:17][cH:18][c:19]([C:22](=[O:23])[NH:24][CH2:25][CH2:26][C:27](=[O:28])[OH:29])[cH:20][cH:21]3)[o:9]2)[cH:33]1. Starting materials: FC1=C(CNS(=O)(=O)CCC(=O)OC)C(=CC=C1)CC=CC1=CC=CC=C1 (N-(2-fluoro-6-cinnamylbenzyl)-2-methoxycarbonylethanesulfonamide), PdCl2(CH3CN)2, C1(C=CC(C=C1)=O)=O (benzoquinone), [Cl-].[Li+] (lithium chloride), C([O-])([O-])=O.[Na+].[Na+] (sodium carbonate). Run in C1CCOC1 (THF), C(C)OCC (diethyl ether). Yields the product C(C1=CC=CC=C1)C=1N(CC2=C(C=CC=C2C1)F)S(=O)(=O)CCC(=O)OC (methyl 3-[(3-benzyl-8-fluoroisoquinolin-2(1H)-yl)sulfonyl]propanoate). Yield: 50.3%. As a reaction SMILES: [F:1][C:2]1[CH:18]=[CH:17][CH:16]=[C:15]([CH2:19][CH:20]=[CH:21][C:22]2[CH:27]=[CH:26][CH:25]=[CH:24][CH:23]=2)[C:3]=1[CH2:4][NH:5][S:6]([CH2:9][CH2:10][C:11]([O:13][CH3:14])=[O:12])(=[O:8])=[O:7].C1(=O)C=CC(=O)C=C1.[Cl-].[Li+].C(=O)([O-])[O-].[Na+].[Na+]>C1COCC1.C(OCC)C>[CH2:21]([C:20]1[N:5]([S:6]([CH2:9][CH2:10][C:11]([O:13][CH3:14])=[O:12])(=[O:7])=[O:8])[CH2:4][C:3]2[C:15]([CH:19]=1)=[CH:16][CH:17]=[CH:18][C:2]=2[F:1])[C:22]1[CH:23]=[CH:24][CH:25]=[CH:26][CH:27]=1 |f:2.3,4.5.6|. Procedure: Under an argon atmosphere, 20 mg of N-(2-fluoro-6-cinnamylbenzyl)-2-methoxycarbonylethanesulfonamide, 3 mg of PdCl2(CH3CN)2, 6 mg of benzoquinone, 21 mg of lithium chloride, and 12 mg of sodium carbonate were dissolved in 1 mL of THF, followed by stirring under reflux for 36 hours. After completion of the reaction, to the reaction liquid was added diethyl ether, followed by filtration through Celite, and to the filtrate was added water, followed by extraction with diethyl ether. Then, the organi... Reactants: CC(C)=O, CCO, COCOc1ccc(C=CC(=O)C(C)C)cc1, [Na+], [OH-], OO. Yields the product COCOc1ccc(C2OC2C(=O)C(C)C)cc1. Reaction SMILES: [CH3:22][C:23]([CH3:24])=[O:25].[CH3:26][CH2:27][OH:28].[CH3:5][O:6][CH2:7][O:8][c:9]1[cH:10][cH:11][c:12]([CH:15]=[CH:16][C:17]([CH:18]([CH3:19])[CH3:20])=[O:21])[cH:13][cH:14]1.[Na+:4].[OH-:3].[OH:1][OH:2]>>[CH3:5][O:6][CH2:7][O:8][c:9]1[cH:10][cH:11][c:12]([CH:15]2[CH:16]([C:17]([CH:18]([CH3:19])[CH3:20])=[O:21])[O:25]2)[cH:13][cH:14]1.